Dataset: the Open Reaction Database (ORD), a public repository of structured organic reaction records. Task: describe an organic reaction: reactants, conditions, products, and yield Reactants: CC1(C(C(CC1)(C)C)C=O)C (2,2,5,5-Tetramethylcyclopentane-1-carboxaldehyde), [BH4-].[Na+] (sodium borohydride). The solvent is C(C)O (ethanol). Conditions: time 24 hour. The product is CC1(C(C(CC1)(C)C)CO)C (2,2,5,5-tetramethyl-1-cyclopentylmethanol). RXN SMILES: [CH3:1][C:2]1([CH3:11])[CH2:6][CH2:5][C:4]([CH3:8])([CH3:7])[CH:3]1[CH:9]=[O:10].[BH4-].[Na+]>C(O)C>[CH3:1][C:2]1([CH3:11])[CH2:6][CH2:5][C:4]([CH3:7])([CH3:8])[CH:3]1[CH2:9][OH:10] |f:1.2|. Procedure: 2,2,5,5-Tetramethylcyclopentane-1-carboxaldehyde is dissolved in 95% ethanol and sodium borohydride is added. After 24 hours, the reaction is quenched with 1M HCl and extracted with ether. The extract is washed, dried over MgSO4 and evaporated to yield 2,2,5,5-tetramethyl-1-cyclopentylmethanol.